From a dataset of the Open Reaction Database (ORD), a public repository of structured organic reaction records. describe an organic reaction: reactants, conditions, products, and yield Reactants: C([O-])([O-])=O.[K+].[K+] (potassium carbonate), CC1=C(C=CC2=C1S(CCS2(=O)=O)(=O)=O)C(=O)O (8-methyl-2,3-dihydro-1,1,4,4-tetraoxobenz[1,4]dithiin-7-carboxylic acid), C(C)N1N=CC=C1O (1-ethyl-5-hydroxypyrazole), N,N-dicyclohexylcarbodiimide, O (water). Run in C(C)#N (acetonitrile), C([O-])(O)=O.[Na+] (sodium bicarbonate). Run at temperature 20 celsius, time 1 hour. The product is C(C)N1N=CC(=C1O)C(=O)C=1C=CC2=C(S(CCS2(=O)=O)(=O)=O)C1C (1-Ethyl-5-hydroxy-4-(8-methyl-2,3-dihydro-1,1,4,4-tetraoxobenz[1,4]dithiin-7-yl)carbonylpyrazole). RXN SMILES: [CH3:1][C:2]1[C:7]2[S:8](=[O:15])(=[O:14])[CH2:9][CH2:10][S:11](=[O:13])(=[O:12])[C:6]=2[CH:5]=[CH:4][C:3]=1[C:16](O)=[O:17].[CH2:19]([N:21]1[C:25]([OH:26])=[CH:24][CH:23]=[N:22]1)[CH3:20].C(=O)([O-])[O-].[K+].[K+].O>C(#N)C.C(=O)(O)[O-].[Na+]>[CH2:19]([N:21]1[C:25]([OH:26])=[C:24]([C:16]([C:3]2[CH:4]=[CH:5][C:6]3[S:11](=[O:13])(=[O:12])[CH2:10][CH2:9][S:8](=[O:15])(=[O:14])[C:7]=3[C:2]=2[CH3:1])=[O:17])[CH:23]=[N:22]1)[CH3:20] |f:2.3.4,7.8|. Procedure: 5.0 g (0.017 mol) of 8-methyl-2,3-dihydro-1,1,4,4-tetraoxobenz[1,4]dithiin-7-carboxylic acid were dissolved in 50 ml of acetonitrile, and 1.93 g (0.017 mol) of 1-ethyl-5-hydroxypyrazole and 3.56 g (0.017 mol) of N,N-dicyclohexylcarbodiimide were added. The reaction mixture was stirred at 20° C. for one hour and then taken up in 100 ml of 2% sodium bicarbonate solution, the precipitate that formed was filtered off with suction and the filtrate was dried and concentrated. The remaining white solid...